From a dataset of the Open Reaction Database (ORD), a public repository of structured organic reaction records. describe an organic reaction: reactants, conditions, products, and yield Starting materials: C(C)OC(=O)C=1OC(=CC1)C=1NC2=CC=C(C=C2C1)S(=O)(=O)C (2-(2-ethoxycarbonylfuran-5-yl)-5-methanesulfonyl-indole), [H-].[Na+] (sodium hydride), O (water), FC1=CC=C(CBr)C=C1 (4-fluorobenzyl bromide). The solvent is CN(C=O)C (N,N-dimethylformamide). Reaction conditions: time 15 minute. The product is C(C)OC(=O)C=1OC(=CC1)C=1N(C2=CC=C(C=C2C1)S(=O)(=O)C)CC1=CC=C(C=C1)F (2-(2-ethoxycarbonylfuran-5-yl)-1-(4-fluorobenzyl)-5-methanesulfonyl-indole). RXN SMILES: [CH2:1]([O:3][C:4]([C:6]1[O:7][C:8]([C:11]2[NH:12][C:13]3[C:18]([CH:19]=2)=[CH:17][C:16]([S:20]([CH3:23])(=[O:22])=[O:21])=[CH:15][CH:14]=3)=[CH:9][CH:10]=1)=[O:5])[CH3:2].[H-].[Na+].[F:26][C:27]1[CH:34]=[CH:33][C:30]([CH2:31]Br)=[CH:29][CH:28]=1.O>CN(C)C=O>[CH2:1]([O:3][C:4]([C:6]1[O:7][C:8]([C:11]2[N:12]([CH2:31][C:30]3[CH:33]=[CH:34][C:27]([F:26])=[CH:28][CH:29]=3)[C:13]3[C:18]([CH:19]=2)=[CH:17][C:16]([S:20]([CH3:23])(=[O:22])=[O:21])=[CH:15][CH:14]=3)=[CH:9][CH:10]=1)=[O:5])[CH3:2] |f:1.2|. Procedure: To a solution of the compound obtained in Example 29 (3) (0.0457 g) in N,N-dimethylformamide (1.4 ml), 60% sodium hydride (0.006 g) was added at 0° C. under nitrogen atmosphere and the mixture was stirred for 15 minutes, followed by addition of 4-fluorobenzyl bromide (0.02 ml), and the mixture was stirred for 1 hour. The reaction solution was then poured into water and extracted with ethyl acetate. The organic layer was washed with a saturated aqueous NaCl solution, dried over anhydrous magnesiu... Starting materials: C(C=C)N(CC=C)CC1=NC(=NO1)C=1N=CN2C1[C@H]1N(C(C3=C2C=CC=C3Cl)=O)CC1 ((S)-1-(5-diallylaminomethyl-1,2,4-oxadiazol-3-yl)-8-chloro-12,12a-dihydro-9H,11H-azeto[2,1-c]imidazo[1,5-a][1,4]benzodiazepin-9-one). The reagents and catalysts are [Pd] (palladium-on-charcoal). Run in C(C)(=O)OCC (ethyl acetate). Product: ClC1=CC=CC2=C1C(N1[C@H](C=3N2C=NC3C3=NOC(=N3)CN(CCC)CCC)CC1)=O ((S)-8-chloro-1-(5-dipropylaminomethyl-1,2,4-oxadiazol-3-yl)-12,12a-dihydro-9H,11H-azeto[2,1-c]imidazo[1,5-a][1,4]benzodiazepin-9-one). Isolated yield 86.6%. As a reaction SMILES: [CH2:1]([N:4]([CH2:8][C:9]1[O:13][N:12]=[C:11]([C:14]2[N:15]=[CH:16][N:17]3[C:23]4[CH:24]=[CH:25][CH:26]=[C:27]([Cl:28])[C:22]=4[C:21](=[O:29])[N:20]4[CH2:30][CH2:31][C@H:19]4[C:18]=23)[N:10]=1)[CH2:5][CH:6]=[CH2:7])[CH:2]=[CH2:3]>C(OCC)(=O)C.[Pd]>[Cl:28][C:27]1[C:22]2[C:21](=[O:29])[N:20]3[CH2:30][CH2:31][C@H:19]3[C:18]3[N:17]([CH:16]=[N:15][C:14]=3[C:11]3[N:10]=[C:9]([CH2:8][N:4]([CH2:1][CH2:2][CH3:3])[CH2:5][CH2:6][CH3:7])[O:13][N:12]=3)[C:23]=2[CH:24]=[CH:25][CH:26]=1. Procedure: 473 mg (1.1 mmol) of (S)-1-(5-diallylaminomethyl-1,2,4-oxadiazol-3-yl)-8-chloro-12,12a-dihydro-9H,11H-azeto[2,1-c]imidazo[1,5-a][1,4]benzodiazepin-9-one were hydrogenated in 10 ml of ethyl acetate in the presence of 20 mg of 5% palladium-on-charcoal at room temperature and normal pressure. After separating the catalyst the solution was concentrated. There was obtained 0.42 g (80%) of (S)-8-chloro-1-(5-dipropylaminomethyl-1,2,4-oxadiazol-3-yl)-12,12a-dihydro-9H,11H-azeto[2,1-c]imidazo[1,5-a][1,4]... Starting materials: O[C@@H]1[C@@H]2[C@]3(C=CC(C=C3[C@H](C[C@H]2[C@@H]2CC[C@](C(CO)=O)([C@]2(C1)C)OC(CC)=O)C)=O)C (11β,21-dihydroxy-6α-methyl-17-propionyloxy-1,4-pregnadiene-3,20-dione), C(C)(=O)OC(C)=O (acetic anhydride). Solvent: N1=CC=CC=C1 (pyridine). Product: C(C)(=O)OCC([C@]1(CC[C@H]2[C@@H]3C[C@@H](C4=CC(C=C[C@]4(C)[C@H]3[C@H](C[C@]12C)O)=O)C)OC(CC)=O)=O (21-acetoxy-11β-hydroxy-6α-methyl-17-propionyloxy-1,4-pregnadiene-3,20-dione). RXN SMILES: [OH:1][C@H:2]1[CH2:22][C@@:21]2([CH3:23])[C@@H:13]([CH2:14][CH2:15][C@:16]2([O:24][C:25](=[O:28])[CH2:26][CH3:27])[C:17](=[O:20])[CH2:18][OH:19])[C@H:12]2[C@H:3]1[C@:4]1([CH3:31])[C:9]([C@@H:10]([CH3:29])[CH2:11]2)=[CH:8][C:7](=[O:30])[CH:6]=[CH:5]1.[C:32](OC(=O)C)(=[O:34])[CH3:33]>N1C=CC=CC=1>[C:32]([O:19][CH2:18][C:17](=[O:20])[C@:16]1([O:24][C:25](=[O:28])[CH2:26][CH3:27])[C@:21]2([CH3:23])[C@H:13]([C@H:12]3[C@H:3]([C@@H:2]([OH:1])[CH2:22]2)[C@:4]2([CH3:31])[C:9](=[CH:8][C:7](=[O:30])[CH:6]=[CH:5]2)[C@@H:10]([CH3:29])[CH2:11]3)[CH2:14][CH2:15]1)(=[O:34])[CH3:33]. Reported procedure: Analogously to Example 1, 1.0 g of 11β,21-dihydroxy-6α-methyl-17-propionyloxy-1,4-pregnadiene-3,20-dione is stirred in 10 ml of pyridine with 5 ml of acetic anhydride for one hour at room temperature and then worked up, thus isolating 790 mg of 21-acetoxy-11β-hydroxy-6α-methyl-17-propionyloxy-1,4-pregnadiene-3,20-dione, mp 138° C.